From a dataset of the Open Reaction Database (ORD), a public repository of structured organic reaction records. describe an organic reaction: reactants, conditions, products, and yield Starting materials: C(C=CC1=CC=CC=C1)(N)=NO (Cinnamamidoxime), C(C)OC(OCC)OCC (triethylorthoformate). The reagents and catalysts are B(F)(F)F.CCOCC (boron trifluoride etherate). Run at time 1 hour. Product: C(=C\C1=CC=CC=C1)/C1=NOC=N1 (3-(β-trans-styryl)-1,2,4-oxadiazole). Reaction SMILES: [C:1](=[N:11][OH:12])([NH2:10])[CH:2]=[CH:3][C:4]1[CH:9]=[CH:8][CH:7]=[CH:6][CH:5]=1.[CH2:13](OC(OCC)OCC)C>B(F)(F)F.CCOCC>[CH:2](/[C:1]1[N:10]=[CH:13][O:12][N:11]=1)=[CH:3]\[C:4]1[CH:9]=[CH:8][CH:7]=[CH:6][CH:5]=1 |f:2.3|. Procedure: Cinnamamidoxime (6.5 g.) (H. Wolff, Ber., 1886, 19, 1507) was refluxed in triethylorthoformate (60 ml.) containing two drops of boron trifluoride etherate. Thin layer chromatography showed that receiving was complete after 1 hr. and the reaction mixture was evaporated in dryness in vacuo. The residue was dissolved in chloroform (100 ml.) and washed consecutively with 2N-hydrochloric acid (100 ml.), saturated sodium bicarbonate solution (100 ml.) and water (100 ml.). The chloroform solution was e... Reactants: ClCCl, NCCN1CCC(c2noc3cc(F)ccc23)CC1, O=C1OC(=O)c2cc(F)ccc21. The product is O=C1c2ccc(F)cc2C(=O)N1CCN1CCC(c2noc3cc(F)ccc23)CC1. RXN SMILES: [Cl:32][CH2:33][Cl:34].[F:1][c:2]1[cH:3][c:4]2[c:5]([c:6]([CH:9]3[CH2:10][CH2:11][N:12]([CH2:15][CH2:16][NH2:17])[CH2:13][CH2:14]3)[n:7][o:8]2)[cH:18][cH:19]1.[F:20][c:21]1[cH:22][c:23]2[c:24]([cH:30][cH:31]1)[C:25](=[O:26])[O:27][C:28]2=[O:29]>>[F:1][c:2]1[cH:3][c:4]2[c:5]([c:6]([CH:9]3[CH2:10][CH2:11][N:12]([CH2:15][CH2:16][N:17]4[C:25](=[O:26])[c:24]5[c:23]([cH:22][c:21]([F:20])[cH:31][cH:30]5)[C:28]4=[O:27])[CH2:13][CH2:14]3)[n:7][o:8]2)[cH:18][cH:19]1. The reactants are [Si](O)(O)(O)O (silicic acid), [OH-].C[N+](C)(C)C (tetramethylammonium hydroxide). Reaction conditions: temperature 50 celsius, time 8 hour. The product is [Si]([O-])([O-])([O-])[O-].C[N+](C)(C)C.C[N+](C)(C)C.C[N+](C)(C)C.C[N+](C)(C)C (tetramethylammonium silicate). RXN SMILES: [Si:1]([OH:5])([OH:4])([OH:3])[OH:2].[OH-].[CH3:7][N+:8]([CH3:11])([CH3:10])[CH3:9]>>[Si:1]([O-:5])([O-:4])([O-:3])[O-:2].[CH3:7][N+:8]([CH3:11])([CH3:10])[CH3:9].[CH3:7][N+:8]([CH3:11])([CH3:10])[CH3:9].[CH3:7][N+:8]([CH3:11])([CH3:10])[CH3:9].[CH3:7][N+:8]([CH3:11])([CH3:10])[CH3:9] |f:1.2,3.4.5.6.7|. Procedure details: About 1250 ml of 10 percent aqueous tetramethylammonium hydroxide solution were added to 82.2 g of precipitated silicic acid. After the mixture had been stirred at 25° C. for 16 hours and at 50° C. for 8 hours, a clear solution was obtained. The solution was concentrated to two-thirds of its original volume and the tetramethylammonium silicate contained therein was crystallized at 4° C. About 359.5 g of tetramethylammonium silicate which still contained water were obtained.